From a dataset of the Open Reaction Database (ORD), a public repository of structured organic reaction records. describe an organic reaction: reactants, conditions, products, and yield Starting materials: CCNS(=O)(=O)c1ccc(Br)s1, O=C([O-])[O-], CCCCO, Nc1ncc(B(O)O)cc1-c1ccc2c(c1)CCNC2=O, [Na+], [Na+], Cl[Pd]Cl, c1ccc(P(c2ccccc2)c2ccccc2)cc1, c1ccc(P(c2ccccc2)c2ccccc2)cc1. The product is CCNS(=O)(=O)c1ccc(-c2cnc(N)c(-c3ccc4c(c3)CCNC4=O)c2)s1. RXN SMILES: [Br:22][c:23]1[cH:24][cH:25][c:26]([S:28](=[O:29])(=[O:30])[NH:31][CH2:32][CH3:33])[s:27]1.[C:34](=[O:35])([O-:36])[O-:37].[CH2:40]([OH:41])[CH2:42][CH2:43][CH3:44].[NH2:1][c:2]1[c:3](-[c:11]2[cH:12][c:13]3[c:18]([cH:19][cH:20]2)[C:17](=[O:21])[NH:16][CH2:15][CH2:14]3)[cH:4][c:5]([B:8]([OH:9])[OH:10])[cH:6][n:7]1.[Na+:38].[Na+:39].[Pd:45]([Cl:46])[Cl:47].[c:48]1([P:49]([c:50]2[cH:51][cH:52][cH:53][cH:54][cH:55]2)[c:56]2[cH:57][cH:58][cH:59][cH:60][cH:61]2)[cH:62][cH:63][cH:64][cH:65][cH:66]1.[c:67]1([P:68]([c:69]2[cH:70][cH:71][cH:72][cH:73][cH:74]2)[c:75]2[cH:76][cH:77][cH:78][cH:79][cH:80]2)[cH:81][cH:82][cH:83][cH:84][cH:85]1>>[NH2:1][c:2]1[c:3](-[c:11]2[cH:12][c:13]3[c:18]([cH:19][cH:20]2)[C:17](=[O:21])[NH:16][CH2:15][CH2:14]3)[cH:4][c:5](-[c:23]2[cH:24][cH:25][c:26]([S:28](=[O:29])(=[O:30])[NH:31][CH2:32][CH3:33])[s:27]2)[cH:6][n:7]1. Reactants: CC(Br)c1cc(C(=O)N2CCCC2)cc2c(=O)cc(N3CCOCC3)oc12, Br, CC#N, CO, ClC(Cl)Cl, CNc1cc(F)cc(F)c1, [I-], [K+], O. The product is CC(c1cc(C(=O)N2CCCC2)cc2c(=O)cc(N3CCOCC3)oc12)N(C)c1cc(F)cc(F)c1. As a reaction SMILES: [Br:12][CH:13]([CH3:14])[c:15]1[cH:16][c:17]([C:32](=[O:33])[N:34]2[CH2:35][CH2:36][CH2:37][CH2:38]2)[cH:18][c:19]2[c:20](=[O:31])[cH:21][c:22]([N:25]3[CH2:26][CH2:27][O:28][CH2:29][CH2:30]3)[o:23][c:24]12.[BrH:11].[C:48](#[N:49])[CH3:50].[CH3:45][OH:46].[Cl:41][CH:42]([Cl:43])[Cl:44].[F:1][c:2]1[cH:3][c:4]([NH:5][CH3:6])[cH:7][c:8]([F:10])[cH:9]1.[I-:40].[K+:39].[OH2:47]>>[F:1][c:2]1[cH:3][c:4]([N:5]([CH3:6])[CH:13]([CH3:14])[c:15]2[cH:16][c:17]([C:32](=[O:33])[N:34]3[CH2:35][CH2:36][CH2:37][CH2:38]3)[cH:18][c:19]3[c:20](=[O:31])[cH:21][c:22]([N:25]4[CH2:26][CH2:27][O:28][CH2:29][CH2:30]4)[o:23][c:24]23)[cH:7][c:8]([F:10])[cH:9]1. Starting materials: CCOCC (Et2O), FC=1C(=C(C=O)C=CC1)O (3-fluoro-2-hydroxybenzaldehyde), ICC (iodoethane), C(=O)([O-])[O-].[K+].[K+] (K2CO3). Run in CN(C)C=O (DMF). Reaction conditions: temperature 80 celsius. Yields the product C(C)OC1=C(C=O)C=CC=C1F (2-ethoxy-3-fluorobenzaldehyde). Reaction SMILES: [F:1][C:2]1[C:3]([OH:10])=[C:4]([CH:7]=[CH:8][CH:9]=1)[CH:5]=[O:6].I[CH2:12][CH3:13].C([O-])([O-])=O.[K+].[K+].CCOCC>CN(C=O)C>[CH2:12]([O:10][C:3]1[C:2]([F:1])=[CH:9][CH:8]=[CH:7][C:4]=1[CH:5]=[O:6])[CH3:13] |f:2.3.4|. Procedure: A mixture of commercially available 3-fluoro-2-hydroxybenzaldehyde (5.000 g; 35.70 mmol), iodoethane (11.131 g; 71.40 mmol), and K2CO3 (5.918 g; 42.80 mmol) in anh. DMF (100 ml) was heated to 80° C., under nitrogen, for 3 h. Et2O was added and the organic layer was washed with water, dried over anh. MgSO4, filtered, and concentrated to dryness under reduced pressure affording 2-ethoxy-3-fluorobenzaldehyde as a yellow oil. LC-MS (conditions A): tR=0.74 min.; no ionisation. Run at temperature 120 celsius. As a reaction SMILES: Cl[C:2]1[C:3]2[C:10]([C:11]3[CH:16]=[CH:15][C:14]([F:17])=[CH:13][CH:12]=3)=[CH:9][S:8][C:4]=2[N:5]=[CH:6][N:7]=1.[NH2:18][CH2:19][CH2:20][CH2:21][O:22][C:23]1[CH:24]=[C:25]([NH:29][C:30](=[O:32])[CH3:31])[CH:26]=[CH:27][CH:28]=1.C(N(C(C)C)CC)(C)C>CN(C)C=O>[F:17][C:14]1[CH:15]=[CH:16][C:11]([C:10]2[C:3]3[C:2]([NH:18][CH2:19][CH2:20][CH2:21][O:22][C:23]4[CH:24]=[C:25]([NH:29][C:30](=[O:32])[CH3:31])[CH:26]=[CH:27][CH:28]=4)=[N:7][CH:6]=[N:5][C:4]=3[S:8][CH:9]=2)=[CH:12][CH:13]=1. Product: FC1=CC=C(C=C1)C1=CSC=2N=CN=C(C21)NCCCOC=2C=C(C=CC2)NC(C)=O (N-[3-(3-{[5-(4-fluorophenyl)thieno[2,3-d]pyrimidin-4-yl]amino}propoxy)phenyl]acetamide). Solvent: CN(C=O)C (N,N-dimethylformamide). Isolated yield 75.8%. Reactants: ClC=1C2=C(N=CN1)SC=C2C2=CC=C(C=C2)F (4-chloro-5-(4-fluorophenyl)thieno[2,3-d]pyrimidine), NCCCOC=1C=C(C=CC1)NC(C)=O (N-[3-(3-amino-propoxy)-phenyl]-acetamide), C(C)(C)N(CC)C(C)C (diisopropylethylamine). Reported procedure: A mixture of 4-chloro-5-(4-fluorophenyl)thieno[2,3-d]pyrimidine (100 mg, 0.378 mmol), N-[3-(3-amino-propoxy)-phenyl]-acetamide (94 mg, 0.45 mmol), diisopropylethylamine (147 mg, 1.14 mmol) and N,N-dimethylformamide (3.0 mL) was warmed to 120° C. for 20 minutes by microwave irradiation. The solvent was then concentrated in vacuo and the residue was dissolved in ethyl acetate (50 mL) and washed with of aqueous sodium bicarbonate (2×30 mL). The organic layer was concentrated in vacuo and purified b... The solvent is CO (methanol). RXN SMILES: C(OC([N:8]1[CH2:14][CH2:13][C:12]2[C:15]([CH2:20][S:21][C:22]3[NH:23][C:24]([CH3:27])=[N:25][CH:26]=3)=[C:16]([Cl:19])[CH:17]=[CH:18][C:11]=2[CH2:10][CH2:9]1)=O)(C)(C)C>CO>[Cl:19][C:16]1[CH:17]=[CH:18][C:11]2[CH2:10][CH2:9][NH:8][CH2:14][CH2:13][C:12]=2[C:15]=1[CH2:20][S:21][C:22]1[NH:23][C:24]([CH3:27])=[N:25][CH:26]=1. The product is ClC1=C(C2=C(CCNCC2)C=C1)CSC=1NC(=NC1)C (7-chloro-6-(2-methyl-3H-imidazol-4-ylthiomethyl)-2,3,4,5-tetrahydro-1H-benzo[d]azepine). Yield: 104.1%. Run at time 8 hour. Procedure: Dissolve 3-tert-butoxycarbonyl-7-chloro-6-(2-methyl-3H-imidazol-4-ylthiomethyl)-2,3,4,5-tetrahydro-1H-benzo[d]azepine (306 mg, 0.602 mmol) in methanol (20 mL) and bubble the resulting solution with hydrogen chloride gas for 5 min. Cap the flask and stir at room temperature overnight. Concentrate the mixture in vacuo. Purify the crude product by chromatography on silica gel (40 g) eluting with a step gradient of DCM/(chloroform:methanol:concentrated NH4OH) [100:0 (5 min), 19:1 (5 min), 9:1 (5 min... The reactants are C(C)(C)(C)OC(=O)N1CCC2=C(CC1)C(=C(C=C2)Cl)CSC=2NC(=NC2)C (3-tert-butoxycarbonyl-7-chloro-6-(2-methyl-3H-imidazol-4-ylthiomethyl)-2,3,4,5-tetrahydro-1H-benzo[d]azepine). Starting materials: BrC=1C(=C(C2=C(C(CO2)(C)C)C1)C(C)C)C (5-bromo-7-isopropyl-3,3,6-trimethyl-2,3-dihydro-benzofuran), BrC=1C(=C(C2=C(C(CO2)(C)C)C1)C(C)C)C (5-bromo-7-isopropyl-3,3,6-trimethyl-2,3-dihydro-benzofuran), COC1=CC=C(C=C1)N (p-anisidine), CC(C)([O-])C.[Na+] (sodium tert-butoxide). Reagents/catalysts: C=1C=CC(=CC1)/C=C/C(=O)/C=C/C2=CC=CC=C2.C=1C=CC(=CC1)/C=C/C(=O)/C=C/C2=CC=CC=C2.C=1C=CC(=CC1)/C=C/C(=O)/C=C/C2=CC=CC=C2.[Pd].[Pd] (tris(dibenzylideneacetone)dipalladium(0)), C1=CC=C(C=C1)P(C2=CC=CC=C2)C3=C(C4=CC=CC=C4C=C3)C5=C(C=CC6=CC=CC=C65)P(C7=CC=CC=C7)C8=CC=CC=C8 ((S)-(-)-2,2'-bis(diphenylphosphino)-1,1'-binaphthyl). Run in C(C)OCC (diethylether), C1(=CC=CC=C1)C (toluene). Run at temperature 80 celsius. Yields the product BrC=1C(=C(C2=C(C(CO2)(C)C)C1)C(C)(C)C)C (5-Bromo-7-t-butyl-3,3,6-trimethyl-2,3-dihydro-benzofuran). The yield is 102.0%. RXN SMILES: [Br:1][C:2]1[C:3]([CH3:16])=[C:4]([CH:13]([CH3:15])[CH3:14])[C:5]2[O:9][CH2:8][C:7]([CH3:11])([CH3:10])[C:6]=2[CH:12]=1.[CH3:17]OC1C=CC(N)=CC=1.CC(C)([O-])C.[Na+]>C1(C)C=CC=CC=1.C(OCC)C.C1C=CC(/C=C/C(/C=C/C2C=CC=CC=2)=O)=CC=1.C1C=CC(/C=C/C(/C=C/C2C=CC=CC=2)=O)=CC=1.C1C=CC(/C=C/C(/C=C/C2C=CC=CC=2)=O)=CC=1.[Pd].[Pd].C1C=CC(P(C2C=CC3C(=CC=CC=3)C=2C2C3C(=CC=CC=3)C=CC=2P(C2C=CC=CC=2)C2C=CC=CC=2)C2C=CC=CC=2)=CC=1>[Br:1][C:2]1[C:3]([CH3:16])=[C:4]([C:13]([CH3:17])([CH3:14])[CH3:15])[C:5]2[O:9][CH2:8][C:7]([CH3:10])([CH3:11])[C:6]=2[CH:12]=1 |f:2.3,6.7.8.9.10|. Procedure details: A mixture of 5-bromo-7-isopropyl-3,3,6-trimethyl-2,3-dihydro-benzofuran (Compound 50, 0.56 g, 1.98 mmol), p-anisidine (0.48 g, 3.96 mmol), sodium tert-butoxide (0.27 g, 2.77 mmol), tris(dibenzylideneacetone)dipalladium(0) (0.020 g, 0.02 1 mmol) and (S)-(-)-2,2'-bis(diphenylphosphino)-1,1'-binaphthyl (0.040 g, 0.064 mmol) in 6 mL of anhydrous toluene was heated at 80° C. under argon overnight. The reaction mixture was cooled to ambient temperature, diluted with diethylether and filtered. The filt...